From a dataset of the Open Reaction Database (ORD), a public repository of structured organic reaction records. describe an organic reaction: reactants, conditions, products, and yield Reactants: N\C(\CC=1C=NC=CC1)=N/OC(=O)[C@@H](CC(=O)OC(C)(C)C)CCCC1CCCCC1 (tert-butyl (3R)-3-[({[(Z)-1-amino-2-(3-pyridinyl)ethylidene]amino}oxy)carbonyl]-6-cyclohexylhexanoate). The solvent is C=1(C(=CC=CC1)C)C (xylene). Yields the product C1(CCCCC1)CCC[C@H](CC(=O)OC(C)(C)C)C1=NC(=NO1)CC=1C=NC=CC1 (tert-butyl (3R)-6-cyclohexyl-3-[3-(3-pyridinylmethyl)-1,2,4-oxadiazol-5-yl]hexanoate). Yield: 67.0%. Reaction SMILES: [NH2:1]/[C:2](=[N:10]\[O:11][C:12]([C@H:14]([CH2:23][CH2:24][CH2:25][CH:26]1[CH2:31][CH2:30][CH2:29][CH2:28][CH2:27]1)[CH2:15][C:16]([O:18][C:19]([CH3:22])([CH3:21])[CH3:20])=[O:17])=O)/[CH2:3][C:4]1[CH:5]=[N:6][CH:7]=[CH:8][CH:9]=1>C1(C)C(C)=CC=CC=1>[CH:26]1([CH2:25][CH2:24][CH2:23][C@@H:14]([C:12]2[O:11][N:10]=[C:2]([CH2:3][C:4]3[CH:5]=[N:6][CH:7]=[CH:8][CH:9]=3)[N:1]=2)[CH2:15][C:16]([O:18][C:19]([CH3:22])([CH3:21])[CH3:20])=[O:17])[CH2:31][CH2:30][CH2:29][CH2:28][CH2:27]1. Reported procedure: A solution of tert-butyl (3R)-3-[({[(Z)-1-amino-2-(3-pyridinyl)ethylidene]amino}oxy)carbonyl]-6-cyclohexylhexanoate (Preparation 107) (835 mg, 1.60 mmol) in xylene (15 ml) was heated at 130° C. for 4.5 hours. After cooling to room temperature the reaction mixture was purified by column chromatography on silica gel eluting with a gradient system of 90:10 (pentane:ethyl acetate) gradually changing to 50:50 (pentane:ethyl acetate) to afford the title compound as a yellow oil (443 mg). Starting materials: N1=C(NC2=C1C=CC=C2)C2=C(C=C(C(=C2OC)OC)[N+](=O)[O-])C(=O)C2=C(C(=C(C(=C2)[N+](=O)[O-])OC)OC)C=2NC1=C(N2)C=CC=C1 (2-benzimidazolyl(3,4-dimethoxy-5-nitrophenyl)ketone), Cl.N1=CC=CC=C1 (pyridine hydrochloride), ice water. The product is N1=C(NC2=C1C=CC=C2)C2=C(C=C(C(=C2O)O)[N+](=O)[O-])C(=O)C2=C(C(=C(C(=C2)[N+](=O)[O-])O)O)C=2NC1=C(N2)C=CC=C1 (2-benzimidazolyl(3,4-dihydroxy-5-nitrophenyl)ketone). RXN SMILES: [N:1]1[C:5]2[CH:6]=[CH:7][CH:8]=[CH:9][C:4]=2[NH:3][C:2]=1[C:10]1[C:15]([O:16]C)=[C:14]([O:18]C)[C:13]([N+:20]([O-:22])=[O:21])=[CH:12][C:11]=1[C:23]([C:25]1[CH:30]=[C:29]([N+:31]([O-:33])=[O:32])[C:28]([O:34]C)=[C:27]([O:36]C)[C:26]=1[C:38]1[NH:39][C:40]2[CH:46]=[CH:45][CH:44]=[CH:43][C:41]=2[N:42]=1)=[O:24].Cl.N1C=CC=CC=1>>[N:1]1[C:5]2[CH:6]=[CH:7][CH:8]=[CH:9][C:4]=2[NH:3][C:2]=1[C:10]1[C:15]([OH:16])=[C:14]([OH:18])[C:13]([N+:20]([O-:22])=[O:21])=[CH:12][C:11]=1[C:23]([C:25]1[CH:30]=[C:29]([N+:31]([O-:33])=[O:32])[C:28]([OH:34])=[C:27]([OH:36])[C:26]=1[C:38]1[NH:39][C:40]2[CH:46]=[CH:45][CH:44]=[CH:43][C:41]=2[N:42]=1)=[O:24] |f:1.2|. Reported procedure: 1.0 g of 2-benzimidazolyl(3,4-dimethoxy-5-nitrophenyl)ketone and 8.0 g of pyridine hydrochloride are held at 200° for 60 minutes. The dark solution is poured while still warm into ice-water and extracted three times with 100 ml of ethyl acetate each time. The organic phase is washed with water, dried over sodium sulfate and evaporated. After recrystallization from ethyl acetate/hexane, there is obtained 2-benzimidazolyl(3,4-dihydroxy-5-nitrophenyl)ketone in the form of yellow crystals of m.p. 24... Starting materials: COC=1C=C(C(=O)O)C=CC1C1=CC=NC=C1 (3-methoxy-4-(4-pyridyl)benzoic acid), Cl.ClC=1C=C2C=CC(=CC2=CC1)S(=O)(=O)N1CCNCC1 (1-[(6-chloronaphthalen-2-yl)sulfonyl]piperazine hydrochloride). The product is Cl.ClC=1C=C2C=CC(=CC2=CC1)S(=O)(=O)N1CCN(CC1)C(C1=CC(=C(C=C1)C1=CC=NC=C1)OC)=O (1-[(6-Chloronaphthalen-2-yl)sulfonyl]-4-[3-methoxy-4-(pyridin-4-yl)benzoyl]piperazine hydrochloride). As a reaction SMILES: [CH3:1][O:2][C:3]1[CH:4]=[C:5]([CH:9]=[CH:10][C:11]=1[C:12]1[CH:17]=[CH:16][N:15]=[CH:14][CH:13]=1)[C:6]([OH:8])=O.Cl.[Cl:19][C:20]1[CH:21]=[C:22]2[C:27](=[CH:28][CH:29]=1)[CH:26]=[C:25]([S:30]([N:33]1[CH2:38][CH2:37][NH:36][CH2:35][CH2:34]1)(=[O:32])=[O:31])[CH:24]=[CH:23]2>>[ClH:19].[Cl:19][C:20]1[CH:21]=[C:22]2[C:27](=[CH:28][CH:29]=1)[CH:26]=[C:25]([S:30]([N:33]1[CH2:34][CH2:35][N:36]([C:6](=[O:8])[C:5]3[CH:9]=[CH:10][C:11]([C:12]4[CH:17]=[CH:16][N:15]=[CH:14][CH:13]=4)=[C:3]([O:2][CH3:1])[CH:4]=3)[CH2:37][CH2:38]1)(=[O:31])=[O:32])[CH:24]=[CH:23]2 |f:1.2,3.4|. Procedure details: In the same manner as in Example A-4, a reaction was conducted using 3-methoxy-4-(4-pyridyl)benzoic acid and 1-[(6-chloronaphthalen-2-yl)sulfonyl]piperazine hydrochloride as starting materials, whereby the title compound was obtained. Reactants: ClC1=C(CN2C(NC3=CC(=CC=C3C2=O)C(=O)OC)=O)C=CC(=C1)Cl (3-(2,4-dichlorobenzyl)-7-(methoxycarbonyl)-2,4-(1H,3H)-quinazolinedione), CI (methyl iodide), C([O-])([O-])=O.[K+].[K+] (potassium carbonate). Solvent: CC(=O)C (acetone). Product: ClC1=C(CN2C(N(C3=CC(=CC=C3C2=O)C(=O)OC)C)=O)C=CC(=C1)Cl (3-(2,4-Dichlorobenzyl)-7-(methoxycarbonyl)-1-methyl-2,4(1H,3H)-quinazolinedione). Yield: 94.3%. As a reaction SMILES: [Cl:1][C:2]1[CH:24]=[C:23]([Cl:25])[CH:22]=[CH:21][C:3]=1[CH2:4][N:5]1[C:14](=[O:15])[C:13]2[C:8](=[CH:9][C:10]([C:16]([O:18][CH3:19])=[O:17])=[CH:11][CH:12]=2)[NH:7][C:6]1=[O:20].CI.[C:28](=O)([O-])[O-].[K+].[K+]>CC(C)=O>[Cl:1][C:2]1[CH:24]=[C:23]([Cl:25])[CH:22]=[CH:21][C:3]=1[CH2:4][N:5]1[C:14](=[O:15])[C:13]2[C:8](=[CH:9][C:10]([C:16]([O:18][CH3:19])=[O:17])=[CH:11][CH:12]=2)[N:7]([CH3:28])[C:6]1=[O:20] |f:2.3.4|. Procedure details: A mixture of 3-(2,4-dichlorobenzyl)-7-(methoxycarbonyl)-2,4-(1H,3H)-quinazolinedione (2.30 g), methyl iodide (2.13 g) and potassium carbonate (2.07 g) in acetone (30 ml) was heated under reflux for 2 hr. After cooling, the reaction mixture was concentrated, and the residue was washed with water (60 ml) and methyl t-butyl ether (20 ml) and dried to give the objective compound (2.25 g) as white crystals.